This data is from the Open Reaction Database (ORD), a public repository of structured organic reaction records. The task is: describe an organic reaction: reactants, conditions, products, and yield Reactants: [Li]CCCC, COc1ccc(Cl)cc1F, O=C=O, C1CCOC1. Product: COc1ccc(Cl)c(C(=O)O)c1F. As a reaction SMILES: [CH2:1]([Li:2])[CH2:3][CH2:4][CH3:5].[Cl:6][c:7]1[cH:8][c:9]([F:15])[c:10]([O:13][CH3:14])[cH:11][cH:12]1.[O:16]=[C:17]=[O:18].[O:19]1[CH2:20][CH2:21][CH2:22][CH2:23]1>>[Cl:6][c:7]1[c:8]([C:17](=[O:16])[OH:18])[c:9]([F:15])[c:10]([O:13][CH3:14])[cH:11][cH:12]1. Reactants: CC(C)CC(NC(=O)C(C)NC(=O)OC(C)(C)C)B1OC2CC3CC(C3(C)C)C2(C)O1, COc1cc(CC(Nc2cccc(C(C)C)c2)C(=O)O)cc(OC)c1OC. Yields the product COc1cc(CC(Nc2cccc(C(C)C)c2)C(=O)NC(C)C(=O)NC(CC(C)C)B2OC3CC4CC(C4(C)C)C3(C)O2)cc(OC)c1OC. Reaction SMILES: [C:1]([O:2][C:6]([NH:7][CH:8]([CH3:9])[C:10]([NH:11][CH:12]([CH2:13][CH:14]([CH3:15])[CH3:16])[B:17]1[O:18][C:19]2([CH3:29])[CH:20]3[C:21]([CH3:27])([CH3:28])[CH:22]([CH2:23][CH:24]2[O:25]1)[CH2:26]3)=[O:30])=[O:31])([CH3:3])([CH3:4])[CH3:5].[CH:32]([CH3:33])([CH3:34])[c:35]1[cH:36][c:37]([NH:41][CH:42]([C:43]([OH:44])=[O:45])[CH2:46][c:47]2[cH:48][c:49]([O:57][CH3:58])[c:50]([O:55][CH3:56])[c:51]([O:53][CH3:54])[cH:52]2)[cH:38][cH:39][cH:40]1>>[C:6]([NH:7][CH:8]([CH3:9])[C:10]([NH:11][CH:12]([CH2:13][CH:14]([CH3:15])[CH3:16])[B:17]1[O:18][C:19]2([CH3:29])[CH:20]3[C:21]([CH3:27])([CH3:28])[CH:22]([CH2:23][CH:24]2[O:25]1)[CH2:26]3)=[O:30])(=[O:31])[CH:42]([NH:41][c:37]1[cH:36][c:35]([CH:32]([CH3:33])[CH3:34])[cH:40][cH:39][cH:38]1)[CH2:46][c:47]1[cH:48][c:49]([O:57][CH3:58])[c:50]([O:55][CH3:56])[c:51]([O:53][CH3:54])[cH:52]1. Starting materials: ( 15 ), ( 100 ), ( 27 ), Cl (HCl), ( 1 ), Cl.OC(CNC(CC1=CC=C(C=C1)OC)(C)C)COC1=CC=C(C=C1)OC (N-[2-Hydroxy-3-(4-methoxyphenoxy)propyl]-1,1-dimethyl-2-(4-methoxyphenyl)ethylamine Hydrochloride), ( 22 ). The solvent is C(C)OCC (diethyl ether). Product: Cl.OC(CNC(CC1=CC=CC=C1)(C)C)COC1=CC=CC=C1 (N-(2-Hydroxy-3-phenoxypropyl)-1,1-dimethyl-2-phenylethylamine Hydrochloride). As a reaction SMILES: [ClH:1].[OH:2][CH:3]([CH2:18][O:19][C:20]1[CH:25]=[CH:24][C:23](OC)=[CH:22][CH:21]=1)[CH2:4][NH:5][C:6]([CH3:17])([CH3:16])[CH2:7][C:8]1[CH:13]=[CH:12][C:11](OC)=[CH:10][CH:9]=1.Cl>C(OCC)C>[ClH:1].[OH:2][CH:3]([CH2:18][O:19][C:20]1[CH:21]=[CH:22][CH:23]=[CH:24][CH:25]=1)[CH2:4][NH:5][C:6]([CH3:17])([CH3:16])[CH2:7][C:8]1[CH:13]=[CH:12][CH:11]=[CH:10][CH:9]=1 |f:0.1,4.5|. Reported procedure: Using the method of Example 5, supra, 1,2-epoxy-3-phenoxypropane (600 mg, 4 mmol) and 1,1-dimethyl-2-phenylethylamine (596 mg, 4 mmol) yielded the title compound: GC/EI-MS, m/z (rel. int.) 284 (M+1, 1), 208 (100), 162 (1), 133 (7), 91 (27), 77 (15), 70 (22). The free base in diethyl ether was treated with excess 1M HCl (diethyl ether). The resulting solid was recrystallized from hot acetonitrile to afford 596 mg of the hydrochloride product as a white solid. Reactants: O=[N+]([O-])c1ccc(Br)nc1, O=C([O-])[O-], COc1cc2[nH]ccc(=O)c2cc1OC, CN(C)C=O, CCOC(C)=O, [K+], [K+]. Product: COc1cc2nccc(Oc3ccc([N+](=O)[O-])cn3)c2cc1OC. RXN SMILES: [Br:16][c:17]1[n:18][cH:19][c:20]([N+:23](=[O:24])[O-:25])[cH:21][cH:22]1.[C:26](=[O:27])([O-:28])[O-:29].[CH3:1][O:2][c:3]1[cH:4][c:5]2[c:6](=[O:15])[cH:7][cH:8][nH:9][c:10]2[cH:11][c:12]1[O:13][CH3:14].[CH3:32][N:33]([CH3:34])[CH:35]=[O:36].[CH3:37][CH2:38][O:39][C:40](=[O:41])[CH3:42].[K+:30].[K+:31]>>[CH3:1][O:2][c:3]1[cH:4][c:5]2[c:6]([O:15][c:17]3[n:18][cH:19][c:20]([N+:23](=[O:24])[O-:25])[cH:21][cH:22]3)[cH:7][cH:8][n:9][c:10]2[cH:11][c:12]1[O:13][CH3:14]. Starting materials: O=C([O-])[O-], CS(=O)(=O)OCCc1ccc(N2CCCC2)cc1, CC#N, Cl, [K+], [K+], OC1CCNC1. The product is OC1CCN(CCc2ccc(N3CCCC3)cc2)C1. As a reaction SMILES: [C:26](=[O:27])([O-:28])[O-:29].[CH3:1][S:2]([O:3][CH2:6][CH2:7][c:8]1[cH:9][cH:10][c:11]([N:14]2[CH2:15][CH2:16][CH2:17][CH2:18]2)[cH:12][cH:13]1)(=[O:4])=[O:5].[CH3:32][C:33]#[N:34].[ClH:19].[K+:30].[K+:31].[NH:20]1[CH2:21][CH:22]([OH:25])[CH2:23][CH2:24]1>>[CH2:6]([CH2:7][c:8]1[cH:9][cH:10][c:11]([N:14]2[CH2:15][CH2:16][CH2:17][CH2:18]2)[cH:12][cH:13]1)[N:20]1[CH2:21][CH:22]([OH:25])[CH2:23][CH2:24]1.